From a dataset of the Open Reaction Database (ORD), a public repository of structured organic reaction records. describe an organic reaction: reactants, conditions, products, and yield Starting materials: CC1(N2CCC(N3C(=O)NC4CCCCC43)CC2)CCNCC1, CCN(C(C)C)C(C)C, CC(C)OC(=O)Cl, ClCCl, [Na+], O=C([O-])O. Yields the product CC(C)OC(=O)N1CCC(C)(N2CCC(N3C(=O)NC4CCCCC43)CC2)CC1. Reaction SMILES: [CH3:1][C:2]1([N:8]2[CH2:9][CH2:10][CH:11]([N:14]3[C:15](=[O:23])[NH:16][CH:17]4[CH:18]3[CH2:19][CH2:20][CH2:21][CH2:22]4)[CH2:12][CH2:13]2)[CH2:3][CH2:4][NH:5][CH2:6][CH2:7]1.[CH:24]([N:25]([CH:26]([CH3:27])[CH3:28])[CH2:29][CH3:30])([CH3:31])[CH3:32].[Cl:33][C:34](=[O:35])[O:36][CH:37]([CH3:38])[CH3:39].[Cl:45][CH2:46][Cl:47].[Na+:44].[O-:40][C:41]([OH:42])=[O:43]>>[CH3:1][C:2]1([N:8]2[CH2:9][CH2:10][CH:11]([N:14]3[C:15](=[O:23])[NH:16][CH:17]4[CH:18]3[CH2:19][CH2:20][CH2:21][CH2:22]4)[CH2:12][CH2:13]2)[CH2:3][CH2:4][N:5]([C:34](=[O:35])[O:36][CH:37]([CH3:38])[CH3:39])[CH2:6][CH2:7]1. Product: Cc1c(C=C2C(=O)Nc3cc(NC(=O)C(C)O)c(F)cc32)[nH]c2c1C(=O)N(CCN1CCOCC1)CCC2. The reactants are Cc1c(C=O)[nH]c2c1C(=O)N(CCN1CCOCC1)CCC2, CC(O)C(=O)Nc1cc2c(cc1F)CC(=O)N2. RXN SMILES: [CH3:1][c:2]1[c:3]([CH:21]=[O:22])[nH:4][c:5]2[c:6]1[C:7](=[O:20])[N:8]([CH2:12][CH2:13][N:14]1[CH2:15][CH2:16][O:17][CH2:18][CH2:19]1)[CH2:9][CH2:10][CH2:11]2.[F:23][c:24]1[cH:25][c:26]2[c:30]([cH:31][c:32]1[NH:33][C:34]([CH:35]([CH3:36])[OH:37])=[O:38])[NH:29][C:28](=[O:39])[CH2:27]2>>[CH3:1][c:2]1[c:3]([CH:21]=[C:27]2[c:26]3[cH:25][c:24]([F:23])[c:32]([NH:33][C:34]([CH:35]([CH3:36])[OH:37])=[O:38])[cH:31][c:30]3[NH:29][C:28]2=[O:39])[nH:4][c:5]2[c:6]1[C:7](=[O:20])[N:8]([CH2:12][CH2:13][N:14]1[CH2:15][CH2:16][O:17][CH2:18][CH2:19]1)[CH2:9][CH2:10][CH2:11]2.